From a dataset of the Open Reaction Database (ORD), a public repository of structured organic reaction records. describe an organic reaction: reactants, conditions, products, and yield Starting materials: BrCC1CO1, O=C([O-])[O-], CC(C)=O, [K+], [K+], Oc1ccccc1-c1ccc[nH]1. The product is c1c[nH]c(-c2ccccc2OCC2CO2)c1. Reaction SMILES: [Br:13][CH2:14][CH:15]1[CH2:16][O:17]1.[C:18](=[O:19])([O-:20])[O-:21].[CH3:24][C:25](=[O:26])[CH3:27].[K+:22].[K+:23].[OH:1][c:2]1[c:3](-[c:8]2[nH:9][cH:10][cH:11][cH:12]2)[cH:4][cH:5][cH:6][cH:7]1>>[O:1]([c:2]1[c:3](-[c:8]2[nH:9][cH:10][cH:11][cH:12]2)[cH:4][cH:5][cH:6][cH:7]1)[CH2:14][CH:15]1[CH2:16][O:17]1. Reported procedure: The reaction procedure of Example 102 was followed except that 362 mg of 2-chloronicotinoyl chloride, 156 mg of ammonium thiocyanate, 300 mg of [4-(methylamino)phenyl]acetonitrile and 7 ml of acetone were used. The product was then recrystallized from a mixture of ethanol and chloroform to obtain 347 mg of [4-[N-methyl-N-(4-oxo-4H-pyrido[3,2-e]-1,3-thiazin-2-yl)amino]phenyl]acetonitrile. Yield: 54.9%. Reactants: ClC1=C(C(=O)Cl)C=CC=N1 (2-chloronicotinoyl chloride), [S-]C#N.[NH4+] (ammonium thiocyanate), CNC1=CC=C(C=C1)CC#N ([4-(methylamino)phenyl]acetonitrile). The product is CN(C=1SC2=C(C(N1)=O)C=CC=N2)C2=CC=C(C=C2)CC#N ([4-[N-methyl-N-(4-oxo-4H-pyrido[3,2-e]-1,3-thiazin-2-yl)amino]phenyl]acetonitrile). The solvent is CC(=O)C (acetone). Reaction SMILES: Cl[C:2]1[N:10]=[CH:9][CH:8]=[CH:7][C:3]=1[C:4](Cl)=[O:5].[S-:11][C:12]#[N:13].[NH4+].[CH3:15][NH:16][C:17]1[CH:22]=[CH:21][C:20]([CH2:23][C:24]#[N:25])=[CH:19][CH:18]=1>CC(C)=O>[CH3:15][N:16]([C:17]1[CH:22]=[CH:21][C:20]([CH2:23][C:24]#[N:25])=[CH:19][CH:18]=1)[C:12]1[S:11][C:2]2[N:10]=[CH:9][CH:8]=[CH:7][C:3]=2[C:4](=[O:5])[N:13]=1 |f:1.2|. Run at time 16 hour. The solvent is CN(C)C=O (DMF). The reactants are C(C1=CC=CC=C1)OC(=O)N1C(C(N(CC1)CC1=CC=C2C(=NC=NC2=C1)N)=O)COC (4-(4-amino-quinazoline-7-ylmethyl)-2-methoxymethyl-3-oxo-piperazine-1-carboxylic acid benzyl ester), C(C)(C)N(C(C)C)CC (N,N-diisopropylethyl amine), CN(C)C(=[N+](C)C)ON1C2=C(C=CC=C2)N=N1.[B-](F)(F)(F)F (TBTU), ClC1=CC=C(S1)OCC(=O)O (5-chloro-2-thienyloxyacetic acid). Reported procedure: To a solution of 4-(4-amino-quinazoline-7-ylmethyl)-2-methoxymethyl-3-oxo-piperazine-1-carboxylic acid benzyl ester, EXAMPLE 75, (0.69 g, 2.29 mmol) in 9 mL of DMF is added N,N-diisopropylethyl amine (0.89 g, 6.87 mmol), TBTU (0.76 g, 2.36 mmol), and 5-chloro-2-thienyloxyacetic acid, EXAMPLE 24, (0.40 g, 2.08 mmol). The solution is stirred for 16 hours. After this time the solution is concentrated. The crude material is purified by RP-HPLC eluting with a gradient of 10% CH3CN/H2O (0.1% TFA) to 8... Product: NC1=NC=NC2=CC(=CC=C12)CN1C([C@@H](N(CC1)C(COC=1SC(=CC1)Cl)=O)COC)=O (1-(4-Amino-quinazolin-7-ylmethyl)-4-[(5-chloro-thiophen-2-yloxy)-acetyl]-3-(S)-methyoxymethyl-piperazin-2-one). RXN SMILES: C(O[C:9]([N:11]1[CH2:16][CH2:15][N:14]([CH2:17][C:18]2[CH:27]=[C:26]3[C:21]([C:22]([NH2:28])=[N:23][CH:24]=[N:25]3)=[CH:20][CH:19]=2)[C:13](=[O:29])[CH:12]1[CH2:30][O:31][CH3:32])=[O:10])C1C=CC=CC=1.C(N(CC)C(C)C)(C)C.CN(C(ON1N=NC2C=CC=CC1=2)=[N+](C)C)C.[B-](F)(F)(F)F.[Cl:64][C:65]1[S:69][C:68]([O:70][CH2:71]C(O)=O)=[CH:67][CH:66]=1>CN(C=O)C>[NH2:28][C:22]1[C:21]2[C:26](=[CH:27][C:18]([CH2:17][N:14]3[CH2:15][CH2:16][N:11]([C:9](=[O:10])[CH2:71][O:70][C:68]4[S:69][C:65]([Cl:64])=[CH:66][CH:67]=4)[C@@H:12]([CH2:30][O:31][CH3:32])[C:13]3=[O:29])=[CH:19][CH:20]=2)[N:25]=[CH:24][N:23]=1 |f:2.3|. Reactants: C(C)(=O)NC1=C(C=C(C=C1)[N+](=O)[O-])O (2-acetylamino-5-nitrophenol), C(Cl)C1CO1 (epichlorohydrin). Run in [OH-].[Na+] (sodium hydroxide). Reaction conditions: time 96 hour. The product is C(C)(=O)NC1=C(OCC2CO2)C=C(C=C1)[N+](=O)[O-] (1-(2'-acetylamino-5'-nitrophenoxy)-2,3-epoxypropane). As a reaction SMILES: [C:1]([NH:4][C:5]1[CH:10]=[CH:9][C:8]([N+:11]([O-:13])=[O:12])=[CH:7][C:6]=1[OH:14])(=[O:3])[CH3:2].[CH2:15]([CH:17]1[O:19][CH2:18]1)Cl>[OH-].[Na+]>[C:1]([NH:4][C:5]1[CH:10]=[CH:9][C:8]([N+:11]([O-:13])=[O:12])=[CH:7][C:6]=1[O:14][CH2:15][CH:17]1[O:19][CH2:18]1)(=[O:3])[CH3:2] |f:2.3|. Procedure details: 0.376 mol (73.7 g) of 2-acetylamino-5-nitrophenol is dissolved in 375 ml of 1.1 N sodium hydroxide solution, and 300 ml of epichlorohydrin are then added. The reaction medium is left to stand for 96 hours at 20° C., with thorough stirring, and the expected product which has precipitated is then filtered off and washed with water. After recrystallisation from ethanol and drying in vacuo, it melts at 164° C. Reactants: CC=1C=CC(=NC1)C=1C=C(C(=O)OC)C=C(C1)C=1OC=CN1 (methyl 3-(5-methylpyridin-2-yl)-5-(1,3-oxazol-2-yl)benzoate), [OH-].[Na+] (sodium hydroxide). Run in O1CCCC1 (tetrahydrofuran). Run at time 16 hour. The product is CC=1C=CC(=NC1)C=1C=C(C(=O)O)C=C(C1)C=1OC=CN1 (3-(5-methylpyridin-2-yl)-5-(1,3-oxazol-2-yl)benzoic acid), hydrochloride salt. As a reaction SMILES: [CH3:1][C:2]1[CH:3]=[CH:4][C:5]([C:8]2[CH:9]=[C:10]([CH:15]=[C:16]([C:18]3[O:19][CH:20]=[CH:21][N:22]=3)[CH:17]=2)[C:11]([O:13]C)=[O:12])=[N:6][CH:7]=1.[OH-].[Na+]>O1CCCC1>[CH3:1][C:2]1[CH:3]=[CH:4][C:5]([C:8]2[CH:9]=[C:10]([CH:15]=[C:16]([C:18]3[O:19][CH:20]=[CH:21][N:22]=3)[CH:17]=2)[C:11]([OH:13])=[O:12])=[N:6][CH:7]=1 |f:1.2|. Procedure details: To a solution of methyl 3-(5-methylpyridin-2-yl)-5-(1,3-oxazol-2-yl)benzoate (0.96 g, 3.26 mmol) in tetrahydrofuran (20 mL) at 20° C. was added 20 mL of 0.5 N sodium hydroxide solution. After 16 h at 20° C., the reaction was quenched with 4N HCl in dioxane (5 mL). The titled compound was precipitated out as hydrochloride salt. After filtration, washed by 100 mL of ethyl ether twice and died under vacuum, the titled compound was obtained as pure hydrochloride salt (1.2 g). MS 281.0 (M+1). The reactants are O\N=C(\C=C\C1=CC=C(C=C1)/C(=C(/CC)\C1=CC=CC=C1)/C=1C=C2C=NN(C2=CC1)C1OCCCC1)/N ((1Z,2E)-N′-hydroxy-3-(4-((E)-2-phenyl-1-(1-(tetrahydro-2H-pyran-2-yl)-1H-indazol-5-yl)but-1-en-1-yl)phenyl)acrylimidamide), C(C)C(COC(=O)Cl)CCCC (2-ethylhexylchloroformate), N1=CC=CC=C1 (pyridine). Solvent: CN(C)C=O (DMF). Conditions: temperature 0 celsius, time 1 hour. The product is C1(=CC=CC=C1)/C(=C(/C=1C=C2C=NN(C2=CC1)C1OCCCC1)\C1=CC=C(/C=C/C2=NOC(N2)=O)C=C1)/CC (3-((E)-4-((E)-2-Phenyl-1-(1-(tetrahydro-2H-pyran-2-yl)-1H-indazol-5-yl)but-1-en-1-yl)styryl)-1,2,4-oxadiazol-5(4H)-one). Isolated yield 48.2%. RXN SMILES: [OH:1]/[N:2]=[C:3](\[NH2:37])/[CH:4]=[CH:5]/[C:6]1[CH:11]=[CH:10][C:9](/[C:12](/[C:22]2[CH:23]=[C:24]3[C:28](=[CH:29][CH:30]=2)[N:27]([CH:31]2[CH2:36][CH2:35][CH2:34][CH2:33][O:32]2)[N:26]=[CH:25]3)=[C:13](\[C:16]2[CH:21]=[CH:20][CH:19]=[CH:18][CH:17]=2)/[CH2:14][CH3:15])=[CH:8][CH:7]=1.C(C(CCCC)[CH2:41][O:42]C(Cl)=O)C.N1C=CC=CC=1>CN(C=O)C>[C:16]1(/[C:13](/[CH2:14][CH3:15])=[C:12](\[C:9]2[CH:8]=[CH:7][C:6](/[CH:5]=[CH:4]/[C:3]3[NH:37][C:41](=[O:42])[O:1][N:2]=3)=[CH:11][CH:10]=2)/[C:22]2[CH:23]=[C:24]3[C:28](=[CH:29][CH:30]=2)[N:27]([CH:31]2[CH2:36][CH2:35][CH2:34][CH2:33][O:32]2)[N:26]=[CH:25]3)[CH:17]=[CH:18][CH:19]=[CH:20][CH:21]=1. Procedure details: To a solution of (1Z,2E)-N′-hydroxy-3-(4-((E)-2-phenyl-1-(1-(tetrahydro-2H-pyran-2-yl)-1H-indazol-5-yl)but-1-en-1-yl)phenyl)acrylimidamide (51 mg, 0.1 mmol) in anhydrous DMF (0.4 mL) was added 2-ethylhexylchloroformate (20 μL, 0.1 mmol) followed by pyridine (9 μL, 0.11 mmol). The reaction mixture was stirred at 0° C. for 1 h and then partitioned between water and EtOAc. The aqueous layer was extracted with EtOAc (2×), and the combined organics were dried over MgSO4 and concentrated. The residue ...